Dataset: the Open Reaction Database (ORD), a public repository of structured organic reaction records. Task: describe an organic reaction: reactants, conditions, products, and yield The reactants are C(C1=CC=CC=C1)N1CC2(CN(C2)C)C(C1)=NOC (6-benzyl-8-(methoxyimino)-2-methyl-2,6-diazaspiro[3,4]octane), [H][H] (hydrogen). The reagents and catalysts are [Pd] (Pd-C). The solvent is CO (methanol). Product: CON=C1CNCC12CN(C2)C (8-(methoxyimino)-2-methyl-2,6-diazaspiro[3,4]octane). The yield is 87.9%. As a reaction SMILES: C([N:8]1[CH2:16][C:15](=[N:17][O:18][CH3:19])[C:10]2([CH2:13][N:12]([CH3:14])[CH2:11]2)[CH2:9]1)C1C=CC=CC=1.[H][H]>CO.[Pd]>[CH3:19][O:18][N:17]=[C:15]1[C:10]2([CH2:11][N:12]([CH3:14])[CH2:13]2)[CH2:9][NH:8][CH2:16]1. Procedure: 340 mg of 6-benzyl-8-(methoxyimino)-2-methyl-2,6-diazaspiro[3,4]octane was dissolved in 10 ml of methanol and thereto 300 mg of 10% Pd-C was added. The resulting mixture was stirred for 2 hours at 50° C. under the pressure of hydrogen, filtered and concentrated under the reduced pressure to give 195 mg of the titled compound(yield: 85.2%).